The task is: describe an organic reaction: reactants, conditions, products, and yield. This data is from the Open Reaction Database (ORD), a public repository of structured organic reaction records. Starting materials: [Na] (sodium), COC1=CC=C2C=CC=C(C2=C1)CCNC(CCCCl)=O (N-[2-(7-Methoxynaphth-1-Yl)Ethyl]-4-Chlorobutyramide). Run in C(C)O (ethanol). Yields the product COC1=CC=C2C=CC=C(C2=C1)CCN1C(CCC1)=O (N-[2-(7-Methoxynaphth-1-Yl)Ethyl]Pyrrolidin-2-One). As a reaction SMILES: [Na].[CH3:2][O:3][C:4]1[CH:13]=[C:12]2[C:7]([CH:8]=[CH:9][CH:10]=[C:11]2[CH2:14][CH2:15][NH:16][C:17](=[O:22])[CH2:18][CH2:19][CH2:20]Cl)=[CH:6][CH:5]=1>C(O)C>[CH3:2][O:3][C:4]1[CH:13]=[C:12]2[C:7]([CH:8]=[CH:9][CH:10]=[C:11]2[CH2:14][CH2:15][N:16]2[CH2:20][CH2:19][CH2:18][C:17]2=[O:22])=[CH:6][CH:5]=1 |^1:0|. Reported procedure: 0.01 mol of sodium is dissolved in 50 ml of ethanol, and the N-[2-(7-methoxynaphth-1-yl)ethyl]chloro-4-butyramide obtained in Example 7 is added under magnetic agitation. The agitation is maintained for 20 minutes, and then the mixture is dried and the residue is solubilized in 40 ml of anhydrous dimethylformamide. The solution is heated at boiling point for 7 hours, then evaporated under vacuum and the residue is taken up in ether, then filtered and dried. The residue is recrystallized in petro... The reactants are N(=NC(=O)OC(C)(C)C)C(=O)OC(C)(C)C (Di-tert-butyl azodicarboxylate), FC=1C=CC(=C(C1)O)[N+](=O)[O-] (5-fluoro-2-nitrophenol), O1CCC(CC1)O (tetrahydro-2H-pyran-4-ol), C1(=CC=CC=C1)P(C1=CC=CC=C1)C1=CC=CC=C1 (triphenyl phosphine). Run in C(Cl)Cl (DCM). Product: FC=1C=CC(=C(OC2CCOCC2)C1)[N+](=O)[O-] (4-(5-fluoro-2-nitrophenoxy)tetrahydro-2H-pyran). As a reaction SMILES: N(C(OC(C)(C)C)=O)=NC(OC(C)(C)C)=O.[F:17][C:18]1[CH:19]=[CH:20][C:21]([N+:25]([O-:27])=[O:26])=[C:22]([OH:24])[CH:23]=1.[O:28]1[CH2:33][CH2:32][CH:31](O)[CH2:30][CH2:29]1.C1(P(C2C=CC=CC=2)C2C=CC=CC=2)C=CC=CC=1>C(Cl)Cl>[F:17][C:18]1[CH:19]=[CH:20][C:21]([N+:25]([O-:27])=[O:26])=[C:22]([CH:23]=1)[O:24][CH:31]1[CH2:32][CH2:33][O:28][CH2:29][CH2:30]1. Procedure: Di-tert-butyl azodicarboxylate (17.6 g, 76.4 mmol) was added into a solution of 5-fluoro-2-nitrophenol (10 g, 63.7 mmol), tetrahydro-2H-pyran-4-ol (7.3 mL, 76.4 mmol) and triphenyl phosphine (20 g, 76.4 mmol) in anhydrous DCM (120 mL) at 0° C. The solution was allowed to warm to ambient temperature overnight, concentrated in vacuo and the crude product triturated with n-pentane/diethyl ether (×2) to remove the triphenyl phosphine oxide (16.5 g) by-product. The sample was purified by flash column... The reactants are C(C=C)C=1C=CC=C2CCNC12 (2,3-Dihydro-7-(2-propenyl)-1H-indole), ClC(=O)OCC (ethyl chloroformate). Solvent: N1=CC=CC=C1 (pyridine). Conditions: temperature 0 celsius, time 10 minute. The product is C(C=C)C=1C=CC=C2CCN(C12)C(=O)OCC (2,3-Dihydro-7-(2-propenyl)-1H-indole-1-carboxylic acid, ethyl ester). Yield: 90.0%. Reaction SMILES: [CH2:1]([C:4]1[CH:5]=[CH:6][CH:7]=[C:8]2[C:12]=1[NH:11][CH2:10][CH2:9]2)[CH:2]=[CH2:3].Cl[C:14]([O:16][CH2:17][CH3:18])=[O:15]>N1C=CC=CC=1>[CH2:1]([C:4]1[CH:5]=[CH:6][CH:7]=[C:8]2[C:12]=1[N:11]([C:14]([O:16][CH2:17][CH3:18])=[O:15])[CH2:10][CH2:9]2)[CH:2]=[CH2:3]. Reported procedure: The product from Example 113 (0.8 g) was dissolved in pyridine (3 ml), cooled to 0° C. and ethyl chloroformate (0.77 ml) was added. After 10 minutes, the reaction was quenched with water and extracted with diethylether. The organic layer was separated and washed with cold 2% hydrochloric acid, 5% sodium bicarbonate, brine and dried. The solvent was evaporated in vacuo affording the desired compound in 90% yield as an oil. RXN SMILES: [NH:1]1[C:5]2[CH:6]=[CH:7][CH:8]=[N:9][C:4]=2[N:3]=[CH:2]1.Cl[CH2:11][C:12]1[CH:30]=[CH:29][C:15]([C:16]([N:18]([CH:24]2[CH2:28][CH2:27][CH2:26][CH2:25]2)[CH:19]2[CH2:23][CH2:22][CH2:21][CH2:20]2)=[O:17])=[CH:14][N:13]=1>CC(N(C)C)=O>[CH:24]1([N:18]([CH:19]2[CH2:20][CH2:21][CH2:22][CH2:23]2)[C:16]([C:15]2[CH:14]=[N:13][C:12]([CH2:11][N:9]3[CH:8]=[CH:7][C:6]4=[N:3][CH:2]=[N:1][C:5]4=[CH:4]3)=[CH:30][CH:29]=2)=[O:17])[CH2:28][CH2:27][CH2:26][CH2:25]1. Procedure: To a stirred solution of imidazopyridine (540 mg, 4.5 mmol) in dimethylacetamide (100 mL) under argon, the product of Example D (1.6 g,) was added in one portion. The reaction temperature was slowly raised to 80°-85° C. and was stirred for 60 h. The reaction flask was cooled to room temperature and the solvent was removed under reduced pressure at <45° C. The residue obtained was triturated with excess of dry ether and filtered. Starting materials: N1C=NC2=C1C=CC=N2 (imidazopyridine), ClCC1=NC=C(C(=O)N(C2CCCC2)C2CCCC2)C=C1 (6-Chloromethyl-N,N-dicyclopentylnicotinamide). Reaction conditions: time 60 hour. Run in CC(=O)N(C)C (dimethylacetamide). Product: C1(CCCC1)N(C(=O)C=1C=NC(=CC1)CN1C=C2C(C=C1)=NC=N2)C2CCCC2 (N,N-dicyclopentyl-6-(5H-imidazo[4,5-c]pyridin-5-yl-methyl)-3-pyridinecarboxamide). Starting materials: OC1=C(C2=C(C(CCO2)=O)C=C1)CCC (2,3-dihydro-7-hydroxy-8-propyl-4H-1-benzopyran-4-one), C(C)OC(CCC1=C(C=CC2=CC=C(C=C12)OCC(=O)OCC)OCCCCCBr)=O (2-[(5-bromopentyl)oxy]-7-(2-ethoxy-2-oxoethoxy)-1-naphthalenepropanoic acid ethyl ester), C([O-])([O-])=O.[K+].[K+] (potassium carbonate). The solvent is CC(CC)=O (2-butanone). Conditions: temperature 94 celsius. Product: C(C)OC(CCC1=C(C=CC2=CC=C(C=C12)OCC(=O)OCC)OCCCCCOC1=C(C2=C(C(CCO2)=O)C=C1)CCC)=O (2-[[5-[(3,4-Dihydro-4-oxo-8-propyl-2H-1-benzopyran-7-yl)oxy]pentyl]oxy]-7-(2-ethoxy-2-oxoethoxy)-1-naphthalenepropanoic Acid Ethyl Ester). Yield: 81.3%. Reaction SMILES: [OH:1][C:2]1[CH:12]=[CH:11][C:5]2[C:6](=[O:10])[CH2:7][CH2:8][O:9][C:4]=2[C:3]=1[CH2:13][CH2:14][CH3:15].[CH2:16]([O:18][C:19](=[O:46])[CH2:20][CH2:21][C:22]1[C:31]2[C:26](=[CH:27][CH:28]=[C:29]([O:32][CH2:33][C:34]([O:36][CH2:37][CH3:38])=[O:35])[CH:30]=2)[CH:25]=[CH:24][C:23]=1[O:39][CH2:40][CH2:41][CH2:42][CH2:43][CH2:44]Br)[CH3:17].C(=O)([O-])[O-].[K+].[K+]>CC(=O)CC>[CH2:16]([O:18][C:19](=[O:46])[CH2:20][CH2:21][C:22]1[C:31]2[C:26](=[CH:27][CH:28]=[C:29]([O:32][CH2:33][C:34]([O:36][CH2:37][CH3:38])=[O:35])[CH:30]=2)[CH:25]=[CH:24][C:23]=1[O:39][CH2:40][CH2:41][CH2:42][CH2:43][CH2:44][O:1][C:2]1[CH:12]=[CH:11][C:5]2[C:6](=[O:10])[CH2:7][CH2:8][O:9][C:4]=2[C:3]=1[CH2:13][CH2:14][CH3:15])[CH3:17] |f:2.3.4|. Procedure: A mixture of 0.454 g (2.2 mmol) of 2,3-dihydro-7-hydroxy-8-propyl-4H-1-benzopyran-4-one, 1.09 g (2.2 mmol) of 2-[(5-bromopentyl)oxy]-7-(2-ethoxy-2-oxoethoxy)-1-naphthalenepropanoic acid ethyl ester from the preceding example, 1.23 g (8.9 mmol) of anhydrous granular potassium carbonate and 32.5 mL of 2-butanone was heated at 94° C. for 22 hr. After being cooled to room temperature, the mixture was filtered through some anhydrous magnesium sulfate. The solids were washed thoroughly with ethyl acet...